From a dataset of the Open Reaction Database (ORD), a public repository of structured organic reaction records. describe an organic reaction: reactants, conditions, products, and yield Starting materials: [Si](O[Si](C)C)(C)C, S(=O)(=O)(c1cc2c3cnc(c(c3)O[C@H](C)c3c(ccc(c3)F)C(N(Cc2cc1)C)=O)N)C. Reagents/catalysts: c1ccc(cc1)-c2c3ccccc3cc4ccccc24 (9-Phenylanthracene), C1CC=CCCC=C1.C1CC=CCCC=C1.Cl[Ir].Cl[Ir] (Ir-93). The solvent is CC1=CC=CC=C1 (Toluene). Reaction conditions: temperature 90 celsius, time 18 hour. Yields the product C[C@H]1Oc2cc(cnc2N)c3cc(ccc3CN(C)Cc4ccc(F)cc14)S(=O)(=O)C. As a reaction SMILES: [CH3:1][C@@H:2]1[c:27]([c:21]2[C:20](=O)[N:18]([CH3:19])[CH2:17][c:16]([c:11]3[c:6]4[cH:5][c:4]([c:9]([NH2:10])[n:8][cH:7]4)[O:3]1)[cH:15][cH:14][c:13]([S:28]([CH3:31])(=[O:30])=[O:29])[cH:12]3)[cH:26][c:24]([F:25])[cH:23][cH:22]2.C[SiH](O[SiH](C)C)C>>[CH3:1][C@@H:2]1[c:27]([c:21]2[CH2:20][N:18]([CH3:19])[CH2:17][c:16]([c:11]3[c:6]4[cH:5][c:4]([c:9]([NH2:10])[n:8][cH:7]4)[O:3]1)[cH:15][cH:14][c:13]([S:28]([CH3:31])(=[O:30])=[O:29])[cH:12]3)[cH:26][c:24]([F:25])[cH:23][cH:22]2. The reactants are CC=1C(=NOC1)CCO (2-(4-methylisoxazol-3-yl)ethanol), CC(=O)C.OS(=O)(=O)O.O=[Cr](=O)=O (Jones reagent). Run in OS(=O)[O-].[Na+] (NaHSO3), CCOC(=O)C (EtOAc), CC(=O)C (acetone). Conditions: time 5 hour. Product: CC=1C(=NOC1)CC(=O)O (2-(4-methylisoxazol-3-yl)acetic acid). Isolated yield 77.0%. RXN SMILES: [CH3:1][C:2]1[C:3]([CH2:7][CH2:8][OH:9])=[N:4][O:5][CH:6]=1.CC(C)=[O:12].OS(O)(=O)=O.O=[Cr](=O)=O>CC(C)=O.OS([O-])=O.[Na+].CCOC(C)=O>[CH3:1][C:2]1[C:3]([CH2:7][C:8]([OH:12])=[O:9])=[N:4][O:5][CH:6]=1 |f:1.2.3,5.6|. Procedure details: To a solution of 2-(4-methylisoxazol-3-yl)ethanol, Intermediate S7A, (7 mg, 0.055 mmol) in acetone (Volume: 0.5 mL) at room temperature was added 1.35M Jones reagent (0.082 mL, 0.110 mmol). The reaction mixture was stirred at room temperature for 5 h. The mixture was diluted with 2% NaHSO3 and EtOAc. The organic layer was separated and the aqueous layer was extracted with EtOAc (2×). The combined organic layers were washed with brine, dried over MgSO4, filtered and concentrated to afford 2-(4-me... The reactants are C(C1=CC=CC=C1)OC1=C2CCCC(C2=CC=C1)C(=O)N(CC=1C=NNC1)C1=CC=C(C=C1)C(C)C (5-benzyloxy-N-(4-isopropylphenyl)-N-[(pyrazol-4-yl)methyl]-1,2,3,4-tetrahydronaphthalene-1-carboxamide), C(C)(C)I (isopropyl iodide). Product: C(C1=CC=CC=C1)OC1=C2CCCC(C2=CC=C1)C(=O)N(CC=1C=NN(C1)C(C)C)C1=CC=C(C=C1)C(C)C (5-benzyloxy-N-(4-isopropylphenyl)-N-[(1-isopropylpyrazol-4-yl)methyl]-1,2,3,4-tetrahydronaphthalene-1-carboxamide). Yield: 95717.7%. Reaction SMILES: [CH2:1]([O:8][C:9]1[CH:18]=[CH:17][CH:16]=[C:15]2[C:10]=1[CH2:11][CH2:12][CH2:13][CH:14]2[C:19]([N:21]([C:28]1[CH:33]=[CH:32][C:31]([CH:34]([CH3:36])[CH3:35])=[CH:30][CH:29]=1)[CH2:22][C:23]1[CH:24]=[N:25][NH:26][CH:27]=1)=[O:20])[C:2]1[CH:7]=[CH:6][CH:5]=[CH:4][CH:3]=1.[CH:37](I)([CH3:39])[CH3:38]>>[CH2:1]([O:8][C:9]1[CH:18]=[CH:17][CH:16]=[C:15]2[C:10]=1[CH2:11][CH2:12][CH2:13][CH:14]2[C:19]([N:21]([C:28]1[CH:29]=[CH:30][C:31]([CH:34]([CH3:36])[CH3:35])=[CH:32][CH:33]=1)[CH2:22][C:23]1[CH:27]=[N:26][N:25]([CH:37]([CH3:39])[CH3:38])[CH:24]=1)=[O:20])[C:2]1[CH:3]=[CH:4][CH:5]=[CH:6][CH:7]=1. Procedure details: By the reaction and treatment in the same manner as in Example 83 using 5-benzyloxy-N-(4-isopropylphenyl)-N-[(pyrazol-4-yl)methyl]-1,2,3,4-tetrahydronaphthalene-1-carboxamide (0.41 g) and isopropyl iodide (0.16 mg) as starting materials, 5-benzyloxy-N-(4-isopropylphenyl)-N-[(1-isopropylpyrazol-4-yl)methyl]-1,2,3,4-tetrahydronaphthalene-1-carboxamide (0.47 g) was obtained. By the reaction and treatment of this compound, in the same manner as in Example 17 5-hydroxy-N-(4-isopropylphenyl)-N-[(1-iso... Starting materials: [H-].[Na+] (sodium hydride), C(CC)N(CCCN(C\C=C\CN(CCCNC(=O)OC(C)(C)C)C(=O)OC(C)(C)C)C(=O)OC(C)(C)C)C(=O)OC(C)(C)C ((E)-1-propyl-1,5,10,14-tetra-BOC-1,5,10,14-tetraazatetradec-7-ene), C(C)Br (ethyl bromide). Solvent: CN(C)C=O (DMF). Conditions: time 5 minute. Yields the product C(C)N(CCCN(C\C=C\CN(CCCN(C(=O)OC(C)(C)C)CCC)C(=O)OC(C)(C)C)C(=O)OC(C)(C)C)C(=O)OC(C)(C)C ((E)-1-Ethyl-14-propyl-1,5,10,14-tetra-BOC-1,5,10,14-tetraazatetradec-7-ene). Reaction SMILES: [H-].[Na+].[CH2:3]([N:6]([C:41]([O:43][C:44]([CH3:47])([CH3:46])[CH3:45])=[O:42])[CH2:7][CH2:8][CH2:9][N:10]([C:34]([O:36][C:37]([CH3:40])([CH3:39])[CH3:38])=[O:35])[CH2:11]/[CH:12]=[CH:13]/[CH2:14][N:15]([C:27]([O:29][C:30]([CH3:33])([CH3:32])[CH3:31])=[O:28])[CH2:16][CH2:17][CH2:18][NH:19][C:20]([O:22][C:23]([CH3:26])([CH3:25])[CH3:24])=[O:21])[CH2:4][CH3:5].[CH2:48](Br)[CH3:49]>CN(C=O)C>[CH2:48]([N:19]([C:20]([O:22][C:23]([CH3:25])([CH3:26])[CH3:24])=[O:21])[CH2:18][CH2:17][CH2:16][N:15]([C:27]([O:29][C:30]([CH3:31])([CH3:32])[CH3:33])=[O:28])[CH2:14]/[CH:13]=[CH:12]/[CH2:11][N:10]([C:34]([O:36][C:37]([CH3:40])([CH3:39])[CH3:38])=[O:35])[CH2:9][CH2:8][CH2:7][N:6]([CH2:3][CH2:4][CH3:5])[C:41]([O:43][C:44]([CH3:46])([CH3:45])[CH3:47])=[O:42])[CH3:49] |f:0.1|. Procedure details: 0.05 g (1.25 mmol) of sodium hydride dispersion (approx. 60%) is added, with stirring, to a solution of 0.40 g (0.622 mmol) of (E)-1-propyl-1,5,10,14-tetra-BOC-1,5,10,14-tetraazatetradec-7-ene (see Example 1a) in 6 ml of DMF. The mixture is stirred for 5 min. at room temperature; 0.093 ml (1.25 mmol) of ethyl bromide is added, and the reaction mixture is stirred for a further 36 h at 20° C. and is then concentrated by evaporation in vacuo. Working up analogously to Example 1a) yields the title c...